This data is from the Open Reaction Database (ORD), a public repository of structured organic reaction records. The task is: describe an organic reaction: reactants, conditions, products, and yield Starting materials: C(C)N1C(=C(C(C2=C1N=C(N=C2)NC2=C(C=C(C=C2)C2CCN(CC2)CCC(F)(F)F)OC)=O)C(=O)N)NC (8-Ethyl-2-{2-methoxy-4-[1-(3,3,3-trifluoropropyl)piperid-4-yl]phenylamino}-7-methylamino-5-oxo-5,8-dihydropyrido[2,3-d]pyrimidine-6-carboxamide), solution, CCCl (hydrochloric ether), CCOCC (ether). The solvent is ClCCl.CO (dichloromethane methanol). RXN SMILES: [CH2:1]([N:3]1[C:8]2[N:9]=[C:10]([NH:13][C:14]3[CH:19]=[CH:18][C:17]([CH:20]4[CH2:25][CH2:24][N:23]([CH2:26][CH2:27][C:28]([F:31])([F:30])[F:29])[CH2:22][CH2:21]4)=[CH:16][C:15]=3[O:32][CH3:33])[N:11]=[CH:12][C:7]=2[C:6](=[O:34])[C:5]([C:35]([NH2:37])=[O:36])=[C:4]1[NH:38][CH3:39])[CH3:2].CC[Cl:42].CCOCC>ClCCl.CO>[ClH:42].[CH2:1]([N:3]1[C:8]2[N:9]=[C:10]([NH:13][C:14]3[CH:19]=[CH:18][C:17]([CH:20]4[CH2:21][CH2:22][N:23]([CH2:26][CH2:27][C:28]([F:31])([F:30])[F:29])[CH2:24][CH2:25]4)=[CH:16][C:15]=3[O:32][CH3:33])[N:11]=[CH:12][C:7]=2[C:6](=[O:34])[C:5]([C:35]([NH2:37])=[O:36])=[C:4]1[NH:38][CH3:39])[CH3:2] |f:3.4,5.6|. Yields the product Cl.C(C)N1C(=C(C(C2=C1N=C(N=C2)NC2=C(C=C(C=C2)C2CCN(CC2)CCC(F)(F)F)OC)=O)C(=O)N)NC (8-Ethyl-2-{2-methoxy-4-[1-(3,3,3-trifluoropropyl)piperid-4-yl]phenylamino}-7-methylamino-5-oxo-5,8-dihydropyrido[2,3-d]pyrimidine-6-carboxamide hydrochloride). Reported procedure: To a solution of 0.08 g (0.15 mmol) of the product prepared in step 16.5 in 6 mL of a dichloromethane/methanol mixture (v/v=1/1) is added 0.44 mL (0.44 mmol) of a 1M solution of hydrochloric ether. The mixture is stirred for 1 hour at room temperature, and ether is then added. The solid is drained by suction, rinsed with pentane and dried in an oven under vacuum. 0.09 g of the expected product is finally obtained in the form of a yellow solid. Yield (dihydrochloride)=99%. M+H+=548. Reaction conditions: time 1 hour. The reactants are O=C([O-])[O-], C#CCBr, CC#N, [Cl-], O=C1C2=CCCCN2C(=O)N1c1cc(O)c(Cl)cc1Cl, [K+], [K+], [NH4+]. The product is C#CCOc1cc(N2C(=O)C3=CCCCN3C2=O)c(Cl)cc1Cl. Reaction SMILES: [C:25](=[O:26])([O-:27])[O-:28].[CH2:21]([C:22]#[CH:23])[Br:24].[CH3:33][C:34]#[N:35].[Cl-:31].[Cl:1][c:2]1[c:3]([N:10]2[C:11](=[O:20])[N:12]3[C:13](=[CH:14][CH2:15][CH2:16][CH2:17]3)[C:18]2=[O:19])[cH:4][c:5]([OH:9])[c:6]([Cl:8])[cH:7]1.[K+:29].[K+:30].[NH4+:32]>>[Cl:1][c:2]1[c:3]([N:10]2[C:11](=[O:20])[N:12]3[C:13](=[CH:14][CH2:15][CH2:16][CH2:17]3)[C:18]2=[O:19])[cH:4][c:5]([O:9][CH2:23][C:22]#[CH:21])[c:6]([Cl:8])[cH:7]1.